describe an organic reaction: reactants, conditions, products, and yield From a dataset of the Open Reaction Database (ORD), a public repository of structured organic reaction records. Reactants: C(C)OC(=O)CN1N=C(C=C(C1=O)C(NC)=O)C1=CC=C(C=C1)OC (2-ethoxycarbonylmethyl-6-(4-methoxyphenyl)-4-methylcarbamoyl-2H-pyridazin-3-one), NCC1=NC=CC=C1 (2-(aminomethyl)pyridine). Solvent: C=1(C(=CC=CC1)C)C (xylene). Product: COC1=CC=C(C=C1)C=1C=C(C(N(N1)CC(NCC1=NC=CC=C1)=O)=O)C(NC)=O (6-(4-methoxyphenyl)-4-methylcarbamoyl-2-(2-pyridylmethyl)carbamoylmethyl-2H-pyridazin-3-one). The yield is 44.5%. RXN SMILES: C([O:3][C:4]([CH2:6][N:7]1[C:12](=[O:13])[C:11]([C:14](=[O:17])[NH:15][CH3:16])=[CH:10][C:9]([C:18]2[CH:23]=[CH:22][C:21]([O:24][CH3:25])=[CH:20][CH:19]=2)=[N:8]1)=O)C.[NH2:26][CH2:27][C:28]1[CH:33]=[CH:32][CH:31]=[CH:30][N:29]=1>C1(C)C(C)=CC=CC=1>[CH3:25][O:24][C:21]1[CH:20]=[CH:19][C:18]([C:9]2[CH:10]=[C:11]([C:14](=[O:17])[NH:15][CH3:16])[C:12](=[O:13])[N:7]([CH2:6][C:4](=[O:3])[NH:26][CH2:27][C:28]3[CH:33]=[CH:32][CH:31]=[CH:30][N:29]=3)[N:8]=2)=[CH:23][CH:22]=1. Procedure: In xylene, 2-ethoxycarbonylmethyl-6-(4-methoxyphenyl)-4-methylcarbamoyl-2H-pyridazin-3-one and 2-(aminomethyl)pyridine were refluxed at 150° C. for 7 hours. Post-treatments were conducted as in Example 47-(2), whereby the title compound was obtained in a yield of 44.5%.